From a dataset of the Open Reaction Database (ORD), a public repository of structured organic reaction records. describe an organic reaction: reactants, conditions, products, and yield The product is Fc1cc(CBr)ccn1. Reactants: O=C1CCC(=O)N1Br, ClC(Cl)Cl, Cc1ccnc(F)c1, CC(C)(C#N)N=NC(C)(C)C#N. As a reaction SMILES: [Br:9][N:10]1[C:11](=[O:12])[CH2:13][CH2:14][C:15]1=[O:16].[CH:29]([Cl:30])([Cl:31])[Cl:32].[F:1][c:2]1[n:3][cH:4][cH:5][c:6]([CH3:8])[cH:7]1.[N:17]#[C:18][C:19]([N:20]=[N:21][C:22]([C:23]#[N:24])([CH3:25])[CH3:26])([CH3:27])[CH3:28]>>[F:1][c:2]1[n:3][cH:4][cH:5][c:6]([CH2:8][Br:9])[cH:7]1. The reactants are N1=C(C=CC2=CC=CC=C12)C(=O)O (2-Quinolinecarboxylic acid), Cl (hydrochloric acid). Reagents/catalysts: O=[Pt]=O (PtO2). The solvent is C(C)(=O)O (acetic acid). Run at time 45 minute. The product is Cl.N1C(CCC2=CC=CC=C12)C(=O)O ((±)-1,2,3,4-Tetrahydro-2-quinolinecarboxylic Acid Hydrochloride). Reaction SMILES: [N:1]1[C:10]2[C:5](=[CH:6][CH:7]=[CH:8][CH:9]=2)[CH:4]=[CH:3][C:2]=1[C:11]([OH:13])=[O:12].[ClH:14]>O=[Pt]=O.C(O)(=O)C>[ClH:14].[NH:1]1[C:10]2[C:5](=[CH:6][CH:7]=[CH:8][CH:9]=2)[CH2:4][CH2:3][CH:2]1[C:11]([OH:13])=[O:12] |f:4.5|. Procedure details: 2-Quinolinecarboxylic acid (30 g), glacial acetic acid (500 ml), and PtO2 (0.9 g) were combined and hydrogenated at 50°-58° for 45 minutes. After cooling to room temperature, concentrated hydrochloric acid (35 ml) was added, the catalyst was filtered, and the filtrate evaporated in vacuo. The residue was dissolved in acetonitrile (200 ml) and the solution cooled overnight. The resulting product was filtered; yield 25 g, m.p. 122°-125°.